From a dataset of the Open Reaction Database (ORD), a public repository of structured organic reaction records. describe an organic reaction: reactants, conditions, products, and yield Reactants: FC(C(=O)O)(F)F (Trifluoroacetic acid), C(C)(C)(C)OC(C(CCC1=CC=CC=C1)P(=O)(OCC)OCC)=O (2-(diethoxy-phosphoryl)-4-phenyl-butyric acid tert-butyl ester). The solvent is ClCCl (dichloromethane). Reaction conditions: time 2 hour. Yields the product C(C)OP(=O)(OCC)C(C(=O)O)CCC1=CC=CC=C1 (2-(Diethoxy-phosphoryl)-4-phenyl-butyric acid). As a reaction SMILES: FC(F)(F)C(O)=O.C([O:12][C:13](=[O:31])[CH:14]([P:23]([O:28][CH2:29][CH3:30])([O:25][CH2:26][CH3:27])=[O:24])[CH2:15][CH2:16][C:17]1[CH:22]=[CH:21][CH:20]=[CH:19][CH:18]=1)(C)(C)C>ClCCl>[CH2:29]([O:28][P:23]([CH:14]([CH2:15][CH2:16][C:17]1[CH:18]=[CH:19][CH:20]=[CH:21][CH:22]=1)[C:13]([OH:31])=[O:12])([O:25][CH2:26][CH3:27])=[O:24])[CH3:30]. Procedure details: Trifluoroacetic acid (4 mL) was added drop wise to a stirring solution of 2-(diethoxy-phosphoryl)-4-phenyl-butyric acid tert-butyl ester (1.00 g, 2.81 mmol) in anhydrous dichloromethane (16 ml). The mixture was stirred for 2 hours at room temperature followed by the removal of the solvent. The crude residue was purified by flash chromatography (100% dichloromethane-2.5% methanol in dichloromethane) to afford the desired compound as a yellowish oil. 1H NMR (CDCl3, 400 MHz) δ 11.21 (br s, 1H), 7.2... The reactants are C(C)SC1=C(C(=O)N)C(=CC(=C1)N1[C@@H](COCC1)C)C (2-ethylsulfanyl-6-methyl-4-[(3R)-3-methyl-morpholin-4-yl]-benzamide), [OH-].[Na+] (sodium hydroxide), ClC1=CC=C(CBr)C=C1 (4-Chlorobenzyl bromide). The reagents and catalysts are S(=O)(=O)(O)[O-].C(CCC)[N+](CCCC)(CCCC)CCCC (tetrabutylammonium hydrogensulfate). Solvent: C1=CC=CC=C1.O1CCCC1 (benzene tetrahydrofuran). Reaction conditions: temperature 70 celsius, time 45 minute. Yields the product ClC1=CC=C(C=C1)CNC(C1=C(C=C(C=C1C)N1[C@@H](COCC1)C)SCC)=O (N-[(4-chlorophenyl)-methyl]-2-ethylsulfanyl-6-methyl-4-[(3R)-3-methyl-morpholin-4-yl]-benzamide). Yield: 32.4%. As a reaction SMILES: [CH2:1]([S:3][C:4]1[CH:12]=[C:11]([N:13]2[CH2:18][CH2:17][O:16][CH2:15][C@H:14]2[CH3:19])[CH:10]=[C:9]([CH3:20])[C:5]=1[C:6]([NH2:8])=[O:7])[CH3:2].[OH-].[Na+].[Cl:23][C:24]1[CH:31]=[CH:30][C:27]([CH2:28]Br)=[CH:26][CH:25]=1>C1C=CC=CC=1.O1CCCC1.S([O-])(O)(=O)=O.C([N+](CCCC)(CCCC)CCCC)CCC>[Cl:23][C:24]1[CH:31]=[CH:30][C:27]([CH2:28][NH:8][C:6](=[O:7])[C:5]2[C:9]([CH3:20])=[CH:10][C:11]([N:13]3[CH2:18][CH2:17][O:16][CH2:15][C@H:14]3[CH3:19])=[CH:12][C:4]=2[S:3][CH2:1][CH3:2])=[CH:26][CH:25]=1 |f:1.2,4.5,6.7|. Procedure: To a solution of 2-ethylsulfanyl-6-methyl-4-[(3R)-3-methyl-morpholin-4-yl]-benzamide (0.05 g, 0.17 mmol) in benzene-tetrahydrofuran (1:1) (2 ml) are added tetrabutylammonium hydrogensulfate (0.006 g, 0.017 mmol) and 50% sodium hydroxide solution (1.5 ml) at RT. 4-Chlorobenzyl bromide (0.038 g, 0.19 mmol) is added and the reaction mixture is slowly heated to 70° C. The reaction mixture is stirred at 70° C. for additional 45 min. After completion of the reaction (monitored by TLC), the organic lay... Starting materials: COC1=CC(=NC=C1)C=1SC=CC1SC (4-Methoxy-2-(3-methylthio-2-thienyl)pyridine), ClC1=CC(=CC=C1)C(=O)OO (m-Chloroperbenzoic acid). The solvent is C(C)(=O)OCC (ethyl acetate). The product is COC1=CC(=NC=C1)C=1SC=CC1S(=O)C (4-Methoxy-2-(3-methylsulphinyl-2-thienyl)pyridine). RXN SMILES: [CH3:1][O:2][C:3]1[CH:8]=[CH:7][N:6]=[C:5]([C:9]2[S:10][CH:11]=[CH:12][C:13]=2[S:14][CH3:15])[CH:4]=1.ClC1C=CC=C(C(OO)=[O:24])C=1>C(OCC)(=O)C>[CH3:1][O:2][C:3]1[CH:8]=[CH:7][N:6]=[C:5]([C:9]2[S:10][CH:11]=[CH:12][C:13]=2[S:14]([CH3:15])=[O:24])[CH:4]=1. Procedure details: The product of step (c) above was dissolved in ethyl acetate (100 ml) and cooled to -10°. m-Chloroperbenzoic acid (2.98 g) was added and after 1.5 hour the mixture was worked-up then chromatographed (ethyl acetate) to give the sub-title compound as a solid, mp 103°-105°.